This data is from the Open Reaction Database (ORD), a public repository of structured organic reaction records. The task is: describe an organic reaction: reactants, conditions, products, and yield The reactants are C(C)(=O)N1[C@H](C[C@H](C2=CC(=CC=C12)Br)NC=O)CC (((cis)-1-acetyl-6-bromo-2-ethyl-1,2,3,4-tetrahydro-4-quinolinyl)formamide), N1(CCCCC1)CC1=CC=C(C=C1)B(O)O ([4-(1-piperidinylmethyl)phenyl]boronic acid), C(C)O (Ethanol), Intermediate 44, N1(CCCCC1)CC1=CC=C(C=C1)B(O)O ([4-(1-piperidinylmethyl)phenyl]boronic acid), C([O-])([O-])=O.[K+].[K+] (potassium carbonate). Reagents/catalysts: C=1C=CC(=CC1)[P](C=2C=CC=CC2)(C=3C=CC=CC3)[Pd]([P](C=4C=CC=CC4)(C=5C=CC=CC5)C=6C=CC=CC6)([P](C=7C=CC=CC7)(C=8C=CC=CC8)C=9C=CC=CC9)[P](C=1C=CC=CC1)(C=1C=CC=CC1)C=1C=CC=CC1 (tetrakis(triphenylphosphine)palladium(0)), C=1C=CC(=CC1)[P](C=2C=CC=CC2)(C=3C=CC=CC3)[Pd]([P](C=4C=CC=CC4)(C=5C=CC=CC5)C=6C=CC=CC6)([P](C=7C=CC=CC7)(C=8C=CC=CC8)C=9C=CC=CC9)[P](C=1C=CC=CC1)(C=1C=CC=CC1)C=1C=CC=CC1 (tetrakis(triphenylphosphine)palladium(0)). The solvent is C1(=CC=CC=C1)C (Toluene). Reaction conditions: temperature 110 celsius, time 3 hour. Product: C(C)(=O)N1[C@H](C[C@H](C2=CC(=CC=C12)C1=CC=C(C=C1)CN1CCCCC1)NC=O)CC ({(cis)-1-acetyl-2-ethyl-6-[4-(1-piperidinylmethyl)phenyl]-1,2,3,4-tetrahydro-4-quinolinyl}formamide). Reaction SMILES: [C:1]([N:4]1[C:13]2[C:8](=[CH:9][C:10](Br)=[CH:11][CH:12]=2)[C@H:7]([NH:15][CH:16]=[O:17])[CH2:6][C@@H:5]1[CH2:18][CH3:19])(=[O:3])[CH3:2].[N:20]1([CH2:26][C:27]2[CH:32]=[CH:31][C:30](B(O)O)=[CH:29][CH:28]=2)[CH2:25][CH2:24][CH2:23][CH2:22][CH2:21]1.C(O)C.C(=O)([O-])[O-].[K+].[K+]>C1C=CC([P]([Pd]([P](C2C=CC=CC=2)(C2C=CC=CC=2)C2C=CC=CC=2)([P](C2C=CC=CC=2)(C2C=CC=CC=2)C2C=CC=CC=2)[P](C2C=CC=CC=2)(C2C=CC=CC=2)C2C=CC=CC=2)(C2C=CC=CC=2)C2C=CC=CC=2)=CC=1.C1(C)C=CC=CC=1>[C:1]([N:4]1[C:13]2[C:8](=[CH:9][C:10]([C:30]3[CH:29]=[CH:28][C:27]([CH2:26][N:20]4[CH2:25][CH2:24][CH2:23][CH2:22][CH2:21]4)=[CH:32][CH:31]=3)=[CH:11][CH:12]=2)[C@H:7]([NH:15][CH:16]=[O:17])[CH2:6][C@@H:5]1[CH2:18][CH3:19])(=[O:3])[CH3:2] |f:3.4.5,^1:48,50,69,88|. Procedure: ((cis)-1-acetyl-6-bromo-2-ethyl-1,2,3,4-tetrahydro-4-quinolinyl)formamide (for a preparation see Intermediate 44) (1 g, 3.08 mmol) and [4-(1-piperidinylmethyl)phenyl]boronic acid (1.572 g, 6.15 mmol, Intermediate 1) were mixed with Ethanol (8 mL), Toluene (8.00 mL). potassium carbonate (1.402 g, 10.15 mmol) and tetrakis(triphenylphosphine)palladium(0) (0.355 g, 0.308 mmol) were added and the mixture was stirred under nitrogen, at reflux at 110° C. After 3 hours, another sample of tetrakis(triphe... Starting materials: BrC=1C=C(C=NC1)OC[C@H]1N(CC1)C(=O)OC(C)(C)C (5-bromo-3-(1-BOC-2-(S)-azetidinylmethoxy)pyridine), C1(=CC=CC=C1)B(O)O (phenylboronic acid), Pd(0), C(=O)([O-])[O-].[Na+].[Na+] (Na2CO3), solution. Solvent: C1(=CC=CC=C1)C (toluene). The product is C1(=CC=CC=C1)C=1C=C(C=NC1)OC[C@H]1N(CC1)C(=O)OC(C)(C)C (5-Phenyl-3-(1-BOC-2-(S)-azetidinylmethoxy)pyridine). Isolated yield 136.1%. Reaction SMILES: Br[C:2]1[CH:3]=[C:4]([O:8][CH2:9][C@@H:10]2[CH2:13][CH2:12][N:11]2[C:14]([O:16][C:17]([CH3:20])([CH3:19])[CH3:18])=[O:15])[CH:5]=[N:6][CH:7]=1.[C:21]1(B(O)O)[CH:26]=[CH:25][CH:24]=[CH:23][CH:22]=1.C([O-])([O-])=O.[Na+].[Na+]>C1(C)C=CC=CC=1>[C:21]1([C:2]2[CH:3]=[C:4]([O:8][CH2:9][C@@H:10]3[CH2:13][CH2:12][N:11]3[C:14]([O:16][C:17]([CH3:20])([CH3:19])[CH3:18])=[O:15])[CH:5]=[N:6][CH:7]=2)[CH:26]=[CH:25][CH:24]=[CH:23][CH:22]=1 |f:2.3.4|. Procedure: The 5-bromo-3-(1-BOC-2-(S)-azetidinylmethoxy)pyridine from Example 54b (1.03 g, 3 mmol), phenylboronic acid (920 mg, 7.5 mmol), Pd(0) (100 mg) and Na2CO3 (4 mL of a 2 M solution) were mixed in 20 mL of toluene, and the mixture was stirred at reflux for 3 hours. The solvent was removed under vacuum, and the residue was purified by chromatography on silica gel, eluting with CHCl3 :MeOH 100:2, to afford 1.39 g of the title compound. MS (CI/NH3) m/z 341 (M+H)+. 1H NMR (CDCl3, 300 MHz) δ1.38 (s, 9H),... Starting materials: O1C(C1)COC1=C(C=CC=C1)CCCC1=C2C=CNC2=CC=C1 (4-[3-[2-[(2-oxiranyl)-methoxy]-phenyl]-propyl]-1H-indole), C(C)(C)(C)N (tert.-butylamine). Solvent: CO (methanol). Run at temperature 80 celsius. Yields the product CC(C)(C)NCC(COC1=C(C=CC=C1)CCCC1=C2C=CNC2=CC=C1)O (1-(1,1-dimethylethylamino)-3-[2-[3-[1H-indol-4-yl]-propyl]-phenoxy]-2-propanol). As a reaction SMILES: [O:1]1[CH2:3][CH:2]1[CH2:4][O:5][C:6]1[CH:11]=[CH:10][CH:9]=[CH:8][C:7]=1[CH2:12][CH2:13][CH2:14][C:15]1[CH:23]=[CH:22][CH:21]=[C:20]2[C:16]=1[CH:17]=[CH:18][NH:19]2.[C:24]([NH2:28])([CH3:27])([CH3:26])[CH3:25]>CO>[CH3:25][C:24]([NH:28][CH2:3][CH:2]([OH:1])[CH2:4][O:5][C:6]1[CH:11]=[CH:10][CH:9]=[CH:8][C:7]=1[CH2:12][CH2:13][CH2:14][C:15]1[CH:23]=[CH:22][CH:21]=[C:20]2[C:16]=1[CH:17]=[CH:18][NH:19]2)([CH3:27])[CH3:26]. Procedure: A mixture of 2.2 g of the product of Step B and 7.6 ml of tert.-butylamine and 20 ml of methanol was heated at 80° C. for 2 hours and was evaporated to dryness. The residue was chromatographed over silica and eluted with a 6-3-1 chloroform-acetone-triethylamine mixture to obtain 2.7 g of 1-(1,1-dimethylethylamino)-3-[2-[3-[1H-indol-4-yl]-propyl]-phenoxy]-2-propanol melting at 96° C. The reactants are BrC=1C(=CN=C2C=CC(=NC12)OC)F (8-bromo-7-fluoro-2-methoxy-[1,5]naphthyridine), C1=CC=C(C=C1)P(C2=CC=CC=C2)C3=CC=CC=C3OC4=CC=CC=C4P(C5=CC=CC=C5)C6=CC=CC=C6 (DPEphos), [O-]P(=O)([O-])[O-].[K+].[K+].[K+] (K3PO4), C(C1=CC=CC=C1)OC(NC1CCNCC1)=O (piperidin-4-yl-carbamic acid benzyl ester). The reagents and catalysts are C(C)(=O)[O-].[Pd+2].C(C)(=O)[O-] (palladium(II) acetate). Conditions: temperature 85 celsius. The product is C(C1=CC=CC=C1)OC(NC1CCN(CC1)C1=C(C=NC2=CC=C(N=C12)OC)F)=O ([1-(3-Fluoro-6-methoxy-[1,5]naphthyridin-4-yl)-piperidin-4-yl]-carbamic acid benzyl ester). The yield is 21.0%. RXN SMILES: Br[C:2]1[C:3]([F:14])=[CH:4][N:5]=[C:6]2[C:11]=1[N:10]=[C:9]([O:12][CH3:13])[CH:8]=[CH:7]2.C1C=CC(P(C2C(OC3C(P(C4C=CC=CC=4)C4C=CC=CC=4)=CC=CC=3)=CC=CC=2)C2C=CC=CC=2)=CC=1.[O-]P([O-])([O-])=O.[K+].[K+].[K+].[CH2:62]([O:69][C:70](=[O:78])[NH:71][CH:72]1[CH2:77][CH2:76][NH:75][CH2:74][CH2:73]1)[C:63]1[CH:68]=[CH:67][CH:66]=[CH:65][CH:64]=1>C([O-])(=O)C.[Pd+2].C([O-])(=O)C>[CH2:62]([O:69][C:70](=[O:78])[NH:71][CH:72]1[CH2:77][CH2:76][N:75]([C:2]2[C:11]3[C:6](=[CH:7][CH:8]=[C:9]([O:12][CH3:13])[N:10]=3)[N:5]=[CH:4][C:3]=2[F:14])[CH2:74][CH2:73]1)[C:63]1[CH:68]=[CH:67][CH:66]=[CH:65][CH:64]=1 |f:2.3.4.5,7.8.9|. Procedure details: An oven-dried vial was charged with 8-bromo-7-fluoro-2-methoxy-[1,5]naphthyridine (797 mg, 3.40 mmol), palladium(II) acetate (31 mg, 0.136 mmol), DPEphos (146 mg, 0.272 mmol), K3PO4 (1.81 g, 8.50 mmol) and piperidin-4-yl-carbamic acid benzyl ester (875 mg, 3.40 mmol). The resulting mixture was purged with argon for several min. Dioxane (11 mL) was then added via syringe and the resulting suspension was purged with argon for 3 min. The mixture was then heated at 85° C. overnight. The solvent was ... Reactants: ClC1=CC(=C(CNC(C(C)(C)C)=O)C=C1N1N=C(NC1=O)C1=CC=C(C=C1)I)F (N-(4-chloro-2-fluoro-5-(4,5-dihydro-3-(4-iodophenyl)-5-oxo-1,2,4-triazol-1-yl)benzyl)pivalamide), C(#C)C1CC1 (ethynylcyclopropane), CCCC[N+](CCCC)(CCCC)CCCC.[F-] (TBAF). The reagents and catalysts are Cl[Pd]([P](C1=CC=CC=C1)(C2=CC=CC=C2)C3=CC=CC=C3)([P](C4=CC=CC=C4)(C5=CC=CC=C5)C6=CC=CC=C6)Cl (bis(triphenylphosphine)palladium(II) chloride). Solvent: CS(=O)C (DMSO). The product is ClC1=CC(=C(CNC(C(C)(C)C)=O)C=C1N1N=C(NC1=O)C1=CC=C(C=C1)C#CC1CC1)F (N-(4-Chloro-5-(3-(4-(2-cyclopropylethynyl)phenyl)-4,5-dihydro-5-oxo-1,2,4-triazol-1-yl)-2-fluorobenzyl)pivalamide). The yield is 46.3%. As a reaction SMILES: [Cl:1][C:2]1[C:15]([N:16]2[C:20](=[O:21])[NH:19][C:18]([C:22]3[CH:27]=[CH:26][C:25](I)=[CH:24][CH:23]=3)=[N:17]2)=[CH:14][C:5]([CH2:6][NH:7][C:8](=[O:13])[C:9]([CH3:12])([CH3:11])[CH3:10])=[C:4]([F:29])[CH:3]=1.[C:30]([CH:32]1[CH2:34][CH2:33]1)#[CH:31].CCCC[N+](CCCC)(CCCC)CCCC.[F-]>Cl[Pd](Cl)([P](C1C=CC=CC=1)(C1C=CC=CC=1)C1C=CC=CC=1)[P](C1C=CC=CC=1)(C1C=CC=CC=1)C1C=CC=CC=1.CS(C)=O>[Cl:1][C:2]1[C:15]([N:16]2[C:20](=[O:21])[NH:19][C:18]([C:22]3[CH:27]=[CH:26][C:25]([C:31]#[C:30][CH:32]4[CH2:34][CH2:33]4)=[CH:24][CH:23]=3)=[N:17]2)=[CH:14][C:5]([CH2:6][NH:7][C:8](=[O:13])[C:9]([CH3:12])([CH3:11])[CH3:10])=[C:4]([F:29])[CH:3]=1 |f:2.3,^1:55,74|. Procedure: The title compound was prepared according to the procedure described in Example-111 using N-(4-chloro-2-fluoro-5-(4,5-dihydro-3-(4-iodophenyl)-5-oxo-1,2,4-triazol-1-yl)benzyl)pivalamide (Intermediate-90, 0.200 g, 0.370 mmol), ethynylcyclopropane (0.050 g, 0.75 mmol), TBAF (0.360 g, 1.13 mmol), bis(triphenylphosphine)palladium(II) chloride (catalytic) and DMSO (3.0 mL) at 80° C. to afford 0.080 g of the desired product. 1H NMR (300 MHz, DMSO d6): δ 0.77 (br s, 9H), 0.92 (br s, 2H), 1.10 (s, 3H), ...